This data is from the Open Reaction Database (ORD), a public repository of structured organic reaction records. The task is: describe an organic reaction: reactants, conditions, products, and yield Solvent: CN(C)C=O (DMF). Yield: 49.5%. Yields the product BrC=1N=C(C(=NC1CC)N[C@@H](CC)COCC)CC (5-bromo-N-[(1S)-1-(ethoxymethyl)propyl]-3,6-diethylpyrazin-2-amine). Procedure: A dry 50 mL round bottom flask was charged with a solution of (2S)-2-[(5-bromo-3,6-diethylpyrazin-2-yl)amino]butan-1-ol (356 mg, 1.18 mmol) in DMF (12 mL). NaH (70.8 mg, 1.77 mmol) was added to the homogeneous solution. Effervescence was observed and the solution turned cloudy. Iodoethane (0.189 mL, 2.36 mmol) was added at once. The now yellow solution was stirred at ambient temperature for 20 minutes. The same quantities of NaH and iodoethane were added to the reaction mixture two more times in... Reactants: [H-].[Na+] (NaH), ICC (iodoethane), mixture two, BrC=1N=C(C(=NC1CC)N[C@H](CO)CC)CC ((2S)-2-[(5-bromo-3,6-diethylpyrazin-2-yl)amino]butan-1-ol), ICC (Iodoethane), [H-].[Na+] (NaH). As a reaction SMILES: [Br:1][C:2]1[N:3]=[C:4]([CH2:16][CH3:17])[C:5]([NH:10][C@@H:11]([CH2:14][CH3:15])[CH2:12][OH:13])=[N:6][C:7]=1[CH2:8][CH3:9].[H-].[Na+].I[CH2:21][CH3:22]>CN(C=O)C>[Br:1][C:2]1[N:3]=[C:4]([CH2:16][CH3:17])[C:5]([NH:10][C@H:11]([CH2:12][O:13][CH2:21][CH3:22])[CH2:14][CH3:15])=[N:6][C:7]=1[CH2:8][CH3:9] |f:1.2|. Run at time 20 minute. Starting materials: [Ba+2], CCO, O=Cc1ccccc1, Cl, [OH-], [OH-], CC(=O)c1cccc(O)c1. The product is O=C(C=Cc1ccccc1)c1cccc(O)c1. RXN SMILES: [Ba+2:20].[CH3:22][CH2:23][OH:24].[CH:11](=[O:12])[c:13]1[cH:14][cH:15][cH:16][cH:17][cH:18]1.[ClH:25].[OH-:19].[OH-:21].[OH:1][c:2]1[cH:3][c:4]([C:8]([CH3:9])=[O:10])[cH:5][cH:6][cH:7]1>>[OH:1][c:2]1[cH:3][c:4]([C:8]([CH:9]=[CH:11][c:13]2[cH:14][cH:15][cH:16][cH:17][cH:18]2)=[O:10])[cH:5][cH:6][cH:7]1. Starting materials: Cn1nc2c(c1Br)CCCN2c1ccc(Cl)cc1Cl, [Li]CCCC, C1CCOC1, CCCCCC, CI. The product is Cc1c2c(nn1C)N(c1ccc(Cl)cc1Cl)CCC2. As a reaction SMILES: [Br:1][c:2]1[n:3]([CH3:19])[n:4][c:5]2[c:10]1[CH2:9][CH2:8][CH2:7][N:6]2[c:11]1[c:12]([Cl:18])[cH:13][c:14]([Cl:17])[cH:15][cH:16]1.[CH2:20]([Li:21])[CH2:22][CH2:23][CH3:24].[CH2:27]1[O:28][CH2:29][CH2:30][CH2:31]1.[CH3:32][CH2:33][CH2:34][CH2:35][CH2:36][CH3:37].[I:25][CH3:26]>>[c:2]1([CH3:20])[n:3]([CH3:19])[n:4][c:5]2[c:10]1[CH2:9][CH2:8][CH2:7][N:6]2[c:11]1[c:12]([Cl:18])[cH:13][c:14]([Cl:17])[cH:15][cH:16]1. Starting materials: COc1ccc2nc(CCl)sc2n1, c1ccc(N2CCNCC2)nc1. The product is COc1ccc2nc(CN3CCN(c4ccccn4)CC3)sc2n1. As a reaction SMILES: [Cl:1][CH2:2][c:3]1[s:4][c:5]2[n:6][c:7]([O:12][CH3:13])[cH:8][cH:9][c:10]2[n:11]1.[n:14]1[c:15]([N:20]2[CH2:21][CH2:22][NH:23][CH2:24][CH2:25]2)[cH:16][cH:17][cH:18][cH:19]1>>[CH2:2]([c:3]1[s:4][c:5]2[n:6][c:7]([O:12][CH3:13])[cH:8][cH:9][c:10]2[n:11]1)[N:23]1[CH2:22][CH2:21][N:20]([c:15]2[n:14][cH:19][cH:18][cH:17][cH:16]2)[CH2:25][CH2:24]1. The product is C(C1=CC=CC=C1)N1C[C@@H]([C@H](CC1)C(C)N)C1=CC=C(C=C1)Cl (1-[(3S,4S)-1-Benzyl-3-(4-chloro-phenyl)-piperidin-4-yl]-ethylamine). Starting materials: C(C1=CC=CC=C1)N1C[C@@H]([C@H](CC1)C(C)=NO)C1=CC=C(C=C1)Cl (1-[(3S,4S)-1-Benzyl-3-(4-chloro-phenyl)-piperidin-4-yl]-ethanone oxime). The reagents and catalysts are [Ni] (Raney Nickel). Run in CO (methanol). Procedure: A solution of 1.6 g (4.7 mmol) 1-[(3S,4S)-1-Benzyl-3-(4-chloro-phenyl)-piperidin-4-yl]-ethanone oxime in 300 mL methanol was hydrogenated over Raney Nickel (3.5 bar, 30° C., 23 h). The mixture was filtered and evaporated to dryness. The residue was purified by column chromatography over silica eluting with a gradient formed from DCM, methanol and NH3aq. to yield after evaporation of the product containing fractions 0.7 g (45%) of the title compound as colorless viscous oil. MS (m/e): 329.4 [(M+H... Reaction SMILES: [CH2:1]([N:8]1[CH2:13][CH2:12][C@H:11]([C:14](=[N:16]O)[CH3:15])[C@@H:10]([C:18]2[CH:23]=[CH:22][C:21]([Cl:24])=[CH:20][CH:19]=2)[CH2:9]1)[C:2]1[CH:7]=[CH:6][CH:5]=[CH:4][CH:3]=1>CO.[Ni]>[CH2:1]([N:8]1[CH2:13][CH2:12][C@H:11]([CH:14]([NH2:16])[CH3:15])[C@@H:10]([C:18]2[CH:23]=[CH:22][C:21]([Cl:24])=[CH:20][CH:19]=2)[CH2:9]1)[C:2]1[CH:3]=[CH:4][CH:5]=[CH:6][CH:7]=1.